Dataset: the Open Reaction Database (ORD), a public repository of structured organic reaction records. Task: describe an organic reaction: reactants, conditions, products, and yield Starting materials: ClC=1C=CC(=C(C1)C1C2(C(NC(C1)=O)C1=C(C=CC(=C1)Cl)C)C(NC1=CC(=CC=C12)Cl)=O)OC(CC)(C(=O)OC)CC (racemic (2′S,3S,4′R)-4′-[5-chloro-2-(1-ethyl-1-methoxycarbonyl-propoxy)-phenyl]-6-chloro-2′-(5-chloro-2-methyl-phenyl)spiro[3H-indole-3,3′-piperidine]-2,6′(1H)-dione), [Li+].[OH-] (LiOH), O (H2O). Solvent: CO (methanol). Conditions: temperature 40 celsius. Product: ClC1=CC=C2C(=C1)NC(C21C(NC(CC1C1=C(C=CC(=C1)Cl)OC(CC)(C(=O)O)CC)=O)C1=C(C=CC(=C1)Cl)C)=O (racemic (2′S,3S,4′R)-6-chloro-4′-[5-chloro-2-(1-ethyl-1-hydroxycarbonyl-propoxy)-phenyl]-2′-(5-chloro-2-methyl-phenyl)spiro[3H-indole-3,3′-piperidine]-2,6′(1H)-dione). Isolated yield 51.1%. Reaction SMILES: [Cl:1][C:2]1[CH:3]=[CH:4][C:5]([O:33][C:34]([CH2:41][CH3:42])([C:37]([O:39]C)=[O:38])[CH2:35][CH3:36])=[C:6]([CH:8]2[CH2:13][C:12](=[O:14])[NH:11][CH:10]([C:15]3[CH:20]=[C:19]([Cl:21])[CH:18]=[CH:17][C:16]=3[CH3:22])[C:9]32[C:30]2[C:25](=[CH:26][C:27]([Cl:31])=[CH:28][CH:29]=2)[NH:24][C:23]3=[O:32])[CH:7]=1.[Li+].[OH-].O>CO>[Cl:31][C:27]1[CH:26]=[C:25]2[NH:24][C:23](=[O:32])[C:9]3([CH:8]([C:6]4[CH:7]=[C:2]([Cl:1])[CH:3]=[CH:4][C:5]=4[O:33][C:34]([CH2:41][CH3:42])([C:37]([OH:39])=[O:38])[CH2:35][CH3:36])[CH2:13][C:12](=[O:14])[NH:11][CH:10]3[C:15]3[CH:20]=[C:19]([Cl:21])[CH:18]=[CH:17][C:16]=3[CH3:22])[C:30]2=[CH:29][CH:28]=1 |f:1.2|. Procedure: A mixture of racemic (2′S,3S,4′R)-4′-[5-chloro-2-(1-ethyl-1-methoxycarbonyl-propoxy)-phenyl]-6-chloro-2′-(5-chloro-2-methyl-phenyl)spiro[3H-indole-3,3′-piperidine]-2,6′(1H)-dione (100 mg, 0.159 mmol), LiOH (19.87 mg, 0.8 mmol), H2O (2 mL) and methanol (3 mL) was heated at 40° C. for 4 h. Then methanol was removed by vacuum. The aqueous solution was acidified to “PH” 1-2 by addition of concentrated hydrochloride acid. The precipitate was collected by filtration and purified by Prep-HPLC to give t...